Dataset: the Open Reaction Database (ORD), a public repository of structured organic reaction records. Task: describe an organic reaction: reactants, conditions, products, and yield The reactants are CCOC(=O)c1c(-c2ccc(-c3nnnn3Cc3ccc(OC)cc3)cc2)c(C#N)c(CC)n1C, O=C(O)C(F)(F)F. The product is CCOC(=O)c1c(-c2ccc(-c3nnn[nH]3)cc2)c(C#N)c(CC)n1C. As a reaction SMILES: [CH2:1]([CH3:2])[O:3][C:4](=[O:5])[c:6]1[n:7]([CH3:35])[c:8]([CH2:33][CH3:34])[c:9]([C:31]#[N:32])[c:10]1-[c:11]1[cH:12][cH:13][c:14](-[c:17]2[n:18][n:19][n:20][n:21]2[CH2:22][c:23]2[cH:24][cH:25][c:26]([O:27][CH3:28])[cH:29][cH:30]2)[cH:15][cH:16]1.[F:36][C:37]([F:38])([F:39])[C:40]([OH:41])=[O:42]>>[CH2:1]([CH3:2])[O:3][C:4](=[O:5])[c:6]1[n:7]([CH3:35])[c:8]([CH2:33][CH3:34])[c:9]([C:31]#[N:32])[c:10]1-[c:11]1[cH:12][cH:13][c:14](-[c:17]2[nH:18][n:19][n:20][n:21]2)[cH:15][cH:16]1. The reactants are O=[N+]([O-])c1ccc(CCCBr)cc1, O=C([O-])[O-], C1CCOC1, [K+], [K+], O, c1c[nH]cn1. Product: O=[N+]([O-])c1ccc(CCCn2ccnc2)cc1. As a reaction SMILES: [Br:12][CH2:13][CH2:14][CH2:15][c:16]1[cH:17][cH:18][c:19]([N+:22](=[O:23])[O-:24])[cH:20][cH:21]1.[C:6](=[O:7])([O-:8])[O-:9].[CH2:26]1[O:27][CH2:28][CH2:29][CH2:30]1.[K+:10].[K+:11].[OH2:25].[nH:1]1[cH:2][n:3][cH:4][cH:5]1>>[n:1]1([CH2:13][CH2:14][CH2:15][c:16]2[cH:17][cH:18][c:19]([N+:22](=[O:23])[O-:24])[cH:20][cH:21]2)[cH:2][n:3][cH:4][cH:5]1. Reactants: C(C)(=O)C=1C=C2C(N(C(N(C2=CC1)C1CCOCC1)=O)CC1=CC(=C(C=C1)OC)OC)=O (6-acetyl-3-(3,4-dimethoxybenzyl)-1-(tetrahydro-2H-pyran-4-yl)quinazoline-2,4(1H,3H)-dione), C[Mg]I (methylmagnesium iodide). Solvent: CCOCC (Et2O). Reaction conditions: temperature 0 celsius, time 30 minute. The product is COC=1C=C(CN2C(N(C3=CC=C(C=C3C2=O)C(C)(C)O)C2CCOCC2)=O)C=CC1OC (3-(3,4-dimethoxybenzyl)-6-(1-hydroxy-1-methylethyl)-1-(tetrahydro-2H-pyran-4-yl)quinazoline-2,4(1H,3H)-dione). The yield is 9.6%. As a reaction SMILES: [C:1]([C:4]1[CH:5]=[C:6]2[C:11](=[CH:12][CH:13]=1)[N:10]([CH:14]1[CH2:19][CH2:18][O:17][CH2:16][CH2:15]1)[C:9](=[O:20])[N:8]([CH2:21][C:22]1[CH:27]=[CH:26][C:25]([O:28][CH3:29])=[C:24]([O:30][CH3:31])[CH:23]=1)[C:7]2=[O:32])(=[O:3])[CH3:2].[CH3:33][Mg]I>CCOCC>[CH3:31][O:30][C:24]1[CH:23]=[C:22]([CH:27]=[CH:26][C:25]=1[O:28][CH3:29])[CH2:21][N:8]1[C:7](=[O:32])[C:6]2[C:11](=[CH:12][CH:13]=[C:4]([C:1]([OH:3])([CH3:33])[CH3:2])[CH:5]=2)[N:10]([CH:14]2[CH2:15][CH2:16][O:17][CH2:18][CH2:19]2)[C:9]1=[O:20]. Procedure: 0.1 g of 6-acetyl-3-(3,4-dimethoxybenzyl)-1-(tetrahydro-2H-pyran-4-yl)quinazoline-2,4(1H,3H)-dione is added to a solution of 0.143 g of methylmagnesium iodide in 1 ml of Et2O. This mixture is stirred for 30 minutes at 0° C. and then overnight at room temperature. The reaction mixture is evaporated under reduced pressure. The residue is chromatographed on silica gel, eluting with EtOAc to give 0.01 g of the expected product. RXN SMILES: [S:1]1[CH:5]=[CH:4][CH:3]=[C:2]1[CH2:6][C:7]([NH:9][CH:10]1[C:35](=[O:36])[N:12]2[CH:13]([C:19]([O:21][CH:22]([C:29]3[CH:34]=[CH:33][CH:32]=[CH:31][CH:30]=3)[C:23]3[CH:28]=[CH:27][CH:26]=[CH:25][CH:24]=3)=[O:20])[C:14]([CH:17]=[O:18])=[CH:15][S:16][C@H:11]12)=[O:8].[C:37]1([Mg]Br)[CH:42]=[CH:41][CH:40]=[CH:39][CH:38]=1.Cl.[Cr](O)(O)(=O)=O.C(C1CN2C(=O)C[C@H]2SC=1)=O>C(O)(C)C.CC(C)=O.C(OCC)(=O)C.O1CCCC1>[S:1]1[CH:5]=[CH:4][CH:3]=[C:2]1[CH2:6][C:7]([NH:9][CH:10]1[C:35](=[O:36])[N:12]2[CH:13]([C:19]([O:21][CH:22]([C:23]3[CH:24]=[CH:25][CH:26]=[CH:27][CH:28]=3)[C:29]3[CH:34]=[CH:33][CH:32]=[CH:31][CH:30]=3)=[O:20])[C:14]([C:17](=[O:18])[C:37]3[CH:42]=[CH:41][CH:40]=[CH:39][CH:38]=3)=[CH:15][S:16][C@H:11]12)=[O:8]. Product: S1C(=CC=C1)CC(=O)NC1[C@@H]2N(C(C(=CS2)C(C2=CC=CC=C2)=O)C(=O)OC(C2=CC=CC=C2)C2=CC=CC=C2)C1=O (Benzhydryl 7-(2-thienylacetamido)-3-benzoyl-2-cephem-4-carboxylate). Run in O1CCCC1 (tetrahydrofuran), CC(=O)C (acetone), C(C)(=O)OCC (Ethyl acetate), C(C)(C)O (isopropanol). Starting materials: S1C(=CC=C1)CC(=O)NC1[C@@H]2N(C(C(=CS2)C=O)C(=O)OC(C2=CC=CC=C2)C2=CC=CC=C2)C1=O (benzhydryl 7-(2-thienylacetamido)-3-formyl-2-cephem-4-carboxylate), [Cr](=O)(=O)(O)O (chromic acid), solution, C1(=CC=CC=C1)[Mg]Br (phenylmagnesium bromide), Cl (HCl), C(=O)C1=CS[C@H]2N(C1)C(C2)=O (3-formyl-2-cephem). Procedure: To a cooled (-73° C.), stirred solution of 1.04 g. of benzhydryl 7-(2-thienylacetamido)-3-formyl-2-cephem-4-carboxylate and 8 ml. of tetrahydrofuran was added 2.4 ml. of a 2.5 molar phenylmagnesium bromide solution. After stirring the reaction mixture with cooling for four minutes, 8 ml. of 1N.HCl was added, and the reaction mixture was allowed to warm to 0°. Ethyl acetate was added, and the reaction mixture was then washed twice with cold 1 N.HCl, and twice with brine and then dried over anhydr... Reaction conditions: temperature -73 celsius. Reactants: ketone, O(C1=CC=CC=C1)CCCCC(C(=O)C=1C=C(OCC2=NC3=CC=CC=C3C=C2)C=CC1)(C)C (2-(3-(6-phenoxy-2,2-dimethyl hexanoyl)phenoxymethyl) quinoline), C[Mg]Br (methyl magnesiumbromide), [Cl-].[NH4+] (ammonium chloride), magnesium salts. The solvent is CCOCC (ether). Reaction conditions: time 8 hour. Yields the product O(C1=CC=CC=C1)CCCCC(C(O)(C)C=1C=C(OCC2=NC3=CC=CC=C3C=C2)C=CC1)(C)C (2-(3-(6-Phenoxy-1,2,2-trimethyl-1-hydroxyhexyl)phenoxymethyl) quinoline). Yield: 24.1%. RXN SMILES: [O:1]([CH2:8][CH2:9][CH2:10][CH2:11][C:12]([CH3:34])([CH3:33])[C:13]([C:15]1[CH:16]=[C:17]([CH:30]=[CH:31][CH:32]=1)[O:18][CH2:19][C:20]1[CH:29]=[CH:28][C:27]2[C:22](=[CH:23][CH:24]=[CH:25][CH:26]=2)[N:21]=1)=[O:14])[C:2]1[CH:7]=[CH:6][CH:5]=[CH:4][CH:3]=1.[CH3:35][Mg]Br.[Cl-].[NH4+]>CCOCC>[O:1]([CH2:8][CH2:9][CH2:10][CH2:11][C:12]([CH3:34])([CH3:33])[C:13]([C:15]1[CH:16]=[C:17]([CH:30]=[CH:31][CH:32]=1)[O:18][CH2:19][C:20]1[CH:29]=[CH:28][C:27]2[C:22](=[CH:23][CH:24]=[CH:25][CH:26]=2)[N:21]=1)([CH3:35])[OH:14])[C:2]1[CH:3]=[CH:4][CH:5]=[CH:6][CH:7]=1 |f:2.3|. Reported procedure: To a solution of the ketone, 2-(3-(6-phenoxy-2,2-dimethyl hexanoyl)phenoxymethyl) quinoline (3.6 g) in dry ether (100 ml) at 0° C., was added dropwise, an ethereal solution of methyl magnesiumbromide (7.7 ml, 23.8 mmol, 3 eqv.) under an atmosphere of nitrogen. The clear orange solution was stirred overnight at room temperature. To this solution, a saturated ammonium chloride solution was added when the magnesium salts precipitated. The ether layer was separated, washed with water and brine, and ... The reactants are C(CC(=O)OCC)(=O)OCC (diethyl malonate), [H-].[Na+] (sodium hydride), C1(=CC=CC=C1)CCBr (2-Phenylethyl bromide). The solvent is C(C)OCC (diethyl ether), CN(C=O)C (dimethyl formamide). Run at time 0.25 hour. Product: C1(=CC=CC=C1)CCC(C(=O)OCC)C(=O)OCC (Diethyl 2-phenylethylmalonate). The yield is 71.4%. As a reaction SMILES: [C:1]([O:9][CH2:10][CH3:11])(=[O:8])[CH2:2][C:3]([O:5][CH2:6][CH3:7])=[O:4].[H-].[Na+].[C:14]1([CH2:20][CH2:21]Br)[CH:19]=[CH:18][CH:17]=[CH:16][CH:15]=1>CN(C)C=O.C(OCC)C>[C:14]1([CH2:20][CH2:21][CH:2]([C:3]([O:5][CH2:6][CH3:7])=[O:4])[C:1]([O:9][CH2:10][CH3:11])=[O:8])[CH:19]=[CH:18][CH:17]=[CH:16][CH:15]=1 |f:1.2|. Reported procedure: A solution of diethyl malonate (6.07 ml, 40 mmol) in dimethyl formamide (60 ml) at 0° C. was treated portionwise with sodium hydride (1.6 g, 40 mmol, 60% dispersion in oil) and stirred for 0.25 h. 2-Phenylethyl bromide (5.48 ml, 40 mmol) in dimethylformarnmide (30 ml) was added dropwise. The mixture was warmed to room temperature and stirred for 1 h. The mixture was diluted with diethyl ether (300 ml), washed with water (4×200 ml), saturated brine (100 ml), dried (MgSO4) and evaporated. Flash ch... Starting materials: C(C)[Mg]Br (ethylmagnesium bromide), BrC1=C(C=C(C#N)C=C1)C (4-bromo-3-methylbenzonitrile), O1CCOCC1 (dioxane), Cl (HCl). Reaction conditions: temperature 0 celsius, time 4 hour. Yields the product BrC1=C(C=C(C=C1)C(CC)=O)C (1-(4-Bromo-3-methylphenyl)propan-1-one). Reaction SMILES: [Br:1][C:2]1[CH:9]=[CH:8][C:5]([C:6]#N)=[CH:4][C:3]=1[CH3:10].[CH2:11]([Mg]Br)[CH3:12].Cl.[O:16]1CCOCC1>>[Br:1][C:2]1[CH:9]=[CH:8][C:5]([C:6](=[O:16])[CH2:11][CH3:12])=[CH:4][C:3]=1[CH3:10]. Procedure: 24.7 g (126 mmol) of 4-bromo-3-methylbenzonitrile are dissolved in 400 ml of anhydrous dioxane and the medium is then cooled to 0° C. 124 ml (372 mmol) of ethylmagnesium bromide are added dropwise and the medium is then warmed to room temperature and stirred for 4 hours. The reaction medium is treated with 250 ml of 3N HCl and then extracted with a water/ether mixture. A white solid is obtained after trituration from heptane (m=14.5 g, Y=52%).